From a dataset of the Open Reaction Database (ORD), a public repository of structured organic reaction records. describe an organic reaction: reactants, conditions, products, and yield The reactants are CCc1cc(O[Si](C)(C)C(C)(C)C)c(F)c(C(O)c2nc(Br)c[nH]2)c1, CCCC[N+](CCCC)(CCCC)CCCC, C1CCOC1, [F-]. Yields the product CCc1cc(O)c(F)c(C(O)c2nc(Br)c[nH]2)c1. Reaction SMILES: [Br:1][c:2]1[n:3][c:4]([CH:7]([OH:8])[c:9]2[c:10]([F:25])[c:11]([O:17][Si:18]([C:19]([CH3:20])([CH3:21])[CH3:22])([CH3:23])[CH3:24])[cH:12][c:13]([CH2:15][CH3:16])[cH:14]2)[nH:5][cH:6]1.[CH2:27]([N+:28]([CH2:29][CH2:30][CH2:31][CH3:32])([CH2:33][CH2:34][CH2:35][CH3:36])[CH2:37][CH2:38][CH2:39][CH3:40])[CH2:41][CH2:42][CH3:43].[CH2:44]1[O:45][CH2:46][CH2:47][CH2:48]1.[F-:26]>>[Br:1][c:2]1[n:3][c:4]([CH:7]([OH:8])[c:9]2[c:10]([F:25])[c:11]([OH:17])[cH:12][c:13]([CH2:15][CH3:16])[cH:14]2)[nH:5][cH:6]1.